Dataset: the Open Reaction Database (ORD), a public repository of structured organic reaction records. Task: describe an organic reaction: reactants, conditions, products, and yield Reactants: C[O-].[Na+] (sodium methylate), N(C1=CC=CC=C1)CCC#N (β-anilino-propionitrile), OC(CS(=O)(=O)C)C1=CC(=C(NC(C)=O)C(=C1)OC)OC (4'-[(1-hydroxy-2-(methylsulfonyl)-ethyl)]-2',6'-dimethoxy-acetanilide). Run in CS(=O)C (dimethylsulfoxide). Yields the product N(C1=CC=CC=C1)C=C(CC1=CC(=C(NC(C)=O)C(=C1)OC)OC)C#N (4'-(3-anilino-2-cyano-allyl)-2',6'-dimethoxyacetanilide). Reaction SMILES: C[O-].[Na+].[NH:4]([CH2:11][CH2:12][C:13]#[N:14])[C:5]1[CH:10]=[CH:9][CH:8]=[CH:7][CH:6]=1.O[CH:16]([C:22]1[CH:31]=[C:30]([O:32][CH3:33])[C:25]([NH:26][C:27](=[O:29])[CH3:28])=[C:24]([O:34][CH3:35])[CH:23]=1)CS(C)(=O)=O>CS(C)=O>[NH:4]([CH:11]=[C:12]([C:13]#[N:14])[CH2:16][C:22]1[CH:31]=[C:30]([O:32][CH3:33])[C:25]([NH:26][C:27](=[O:29])[CH3:28])=[C:24]([O:34][CH3:35])[CH:23]=1)[C:5]1[CH:10]=[CH:9][CH:8]=[CH:7][CH:6]=1 |f:0.1|. Reported procedure: A mixture of 3.78 g. of sodium methylate, 5.1 g. of β-anilino-propionitrile and 9.8 g. of 4'-[(1-hydroxy-2-(methylsulfonyl)-ethyl)]-2',6'-dimethoxy-acetanilide in 40 ml. of dimethylsulfoxide was stirred at 50° C. for 4 hours with the exclusion of moisture. The mixture was poured into 400 ml. of water and the resulting emulsion was extracted with three 500 ml. portions of ethyl acetate. The ethyl acetate extracts were washed with two 200 ml. portions of water, combined, dried over magnesium sulfa... Starting materials: [O-][Cl+3]([O-])([O-])[O-], [Li+], NCCc1ccccc1, [Na+], COCOc1cc2c(cc1[N+](=O)[O-])C1OC1C(C)(C)O2, C1COCCO1, O=C([O-])O. The product is COCOc1cc2c(cc1[N+](=O)[O-])C(NCCc1ccccc1)C(O)C(C)(C)O2. RXN SMILES: [Cl+3:21]([O-:22])([O-:23])([O-:24])[O-:25].[Li+:26].[NH2:27][CH2:28][CH2:29][c:30]1[cH:31][cH:32][cH:33][cH:34][cH:35]1.[Na+:36].[O:1]1[CH:2]2[C:3]([CH3:19])([CH3:20])[O:4][c:5]3[c:6]([cH:8][c:9]([N+:16](=[O:17])[O-:18])[c:10]([O:12][CH2:13][O:14][CH3:15])[cH:11]3)[CH:7]12.[O:41]1[CH2:42][CH2:43][O:44][CH2:45][CH2:46]1.[OH:37][C:38](=[O:39])[O-:40]>>[OH:1][CH:2]1[C:3]([CH3:19])([CH3:20])[O:4][c:5]2[c:6]([cH:8][c:9]([N+:16](=[O:17])[O-:18])[c:10]([O:12][CH2:13][O:14][CH3:15])[cH:11]2)[CH:7]1[NH:27][CH2:28][CH2:29][c:30]1[cH:31][cH:32][cH:33][cH:34][cH:35]1. Starting materials: Cl (hydrochloric acid), CC(=CC#N)CCC=C(CCC=C(CCC=C(CCC=C(CCC=C(CCC=C(CCC=C(C)C)C)C)C)C)C)C (3,7,11,15,19,23,27,31-octamethyl-2,6,10,14,18,22,26,30-dotriacontaoctaenonitrile), CO (methanol), [Na] (sodium). Solvent: C1CCOC1 (THF). Run at time 30 minute. Yields the product CC(CC#N)CCC=C(CCC=C(CCC=C(CCC=C(CCC=C(CCC=C(CCC=C(C)C)C)C)C)C)C)C (3,7,11,15,19,23,27,31-octamethyl-6,10,14,18,22,26,30-dotriacontaheptaenonitrile). The yield is 75.9%. RXN SMILES: [CH3:1][C:2]([CH2:6][CH2:7][CH:8]=[C:9]([CH3:41])[CH2:10][CH2:11][CH:12]=[C:13]([CH3:40])[CH2:14][CH2:15][CH:16]=[C:17]([CH3:39])[CH2:18][CH2:19][CH:20]=[C:21]([CH3:38])[CH2:22][CH2:23][CH:24]=[C:25]([CH3:37])[CH2:26][CH2:27][CH:28]=[C:29]([CH3:36])[CH2:30][CH2:31][CH:32]=[C:33]([CH3:35])[CH3:34])=[CH:3][C:4]#[N:5].CO.[Na].Cl>C1COCC1>[CH3:1][CH:2]([CH2:6][CH2:7][CH:8]=[C:9]([CH3:41])[CH2:10][CH2:11][CH:12]=[C:13]([CH3:40])[CH2:14][CH2:15][CH:16]=[C:17]([CH3:39])[CH2:18][CH2:19][CH:20]=[C:21]([CH3:38])[CH2:22][CH2:23][CH:24]=[C:25]([CH3:37])[CH2:26][CH2:27][CH:28]=[C:29]([CH3:36])[CH2:30][CH2:31][CH:32]=[C:33]([CH3:35])[CH3:34])[CH2:3][C:4]#[N:5] |^1:43|. Procedure: 21 g of 3,7,11,15,19,23,27,31-octamethyl-2,6,10,14,18,22,26,30-dotriacontaoctaenonitrile was dissolved in250 ml of methanol and 100 ml of THF, and 24 g of metallic sodium was added. The reaction solution was stirred at room temperature for 30 minutes and was cooled with ice when foaming and heat generation were recognized. After the reaction solution was reacted for 2 hours, 500 ml of 6N hydrochloric acid was added and the reaction product was extracted by 500 ml of n-hexane. The organic layer w... Reactants: [BH4-], COCCOC, CCO, Cc1ccccc1CC(=O)Nc1cc(C)c(SC#N)c(C)c1, Cl, [Na+], O. Yields the product Cc1ccccc1CC(=O)Nc1cc(C)c(S)c(C)c1. RXN SMILES: [BH4-:1].[CH2:30]([CH2:31][O:32][CH3:33])[O:34][CH3:35].[CH3:27][CH2:28][OH:29].[CH3:3][c:4]1[c:5]([S:22][C:23]#[N:24])[c:6]([CH3:21])[cH:7][c:8]([NH:10][C:11]([CH2:12][c:13]2[c:14]([CH3:19])[cH:15][cH:16][cH:17][cH:18]2)=[O:20])[cH:9]1.[ClH:26].[Na+:2].[OH2:25]>>[CH3:3][c:4]1[c:5]([SH:22])[c:6]([CH3:21])[cH:7][c:8]([NH:10][C:11]([CH2:12][c:13]2[c:14]([CH3:19])[cH:15][cH:16][cH:17][cH:18]2)=[O:20])[cH:9]1. Reactants: C1CCOC1, COC(=O)c1ccccc1COc1ccc(CCNC(=O)Nc2ccc(F)cc2F)cc1, [Li+], [OH-], O. Product: O=C(NCCc1ccc(OCc2ccccc2C(=O)O)cc1)Nc1ccc(F)cc1F. As a reaction SMILES: [CH2:36]1[O:37][CH2:38][CH2:39][CH2:40]1.[F:3][c:4]1[c:5]([NH:11][C:12](=[O:13])[NH:14][CH2:15][CH2:16][c:17]2[cH:18][cH:19][c:20]([O:21][CH2:22][c:23]3[c:24]([C:25](=[O:26])[O:27][CH3:28])[cH:29][cH:30][cH:31][cH:32]3)[cH:33][cH:34]2)[cH:6][cH:7][c:8]([F:10])[cH:9]1.[Li+:1].[OH-:2].[OH2:35]>>[F:3][c:4]1[c:5]([NH:11][C:12](=[O:13])[NH:14][CH2:15][CH2:16][c:17]2[cH:18][cH:19][c:20]([O:21][CH2:22][c:23]3[c:24]([C:25](=[O:26])[OH:27])[cH:29][cH:30][cH:31][cH:32]3)[cH:33][cH:34]2)[cH:6][cH:7][c:8]([F:10])[cH:9]1. The reactants are CN1C=C(C(C2=CC=CC=C12)=O)C=O (1-methyl-3-formyl-4(1H)-quinolone), C(CC(=O)O)(=O)O (malonic acid). The reagents and catalysts are N1CCCCC1 (piperidine). Run in N1=CC=CC=C1 (pyridine). Product: CN1C=C(C(C2=CC=CC=C12)=O)/C=C/C(=O)O (Trans 1-methyl-4(1H)-quinolone-3-acrylic acid). As a reaction SMILES: [CH3:1][N:2]1[C:11]2[C:6](=[CH:7][CH:8]=[CH:9][CH:10]=2)[C:5](=[O:12])[C:4]([CH:13]=O)=[CH:3]1.C(O)(=O)[CH2:16][C:17]([OH:19])=[O:18]>N1C=CC=CC=1.N1CCCCC1>[CH3:1][N:2]1[C:11]2[C:6](=[CH:7][CH:8]=[CH:9][CH:10]=2)[C:5](=[O:12])[C:4](/[CH:13]=[CH:16]/[C:17]([OH:19])=[O:18])=[CH:3]1. Procedure: A mixture of 1-methyl-3-formyl-4(1H)-quinolone (5.61 g) and malonic acid (4.5 g) in pyridine (45 ml) with 3 drops piperidine was heated on a steam-bath for two hours. The pyridine was removed in vacuo and the solid residue washed with water and dried. Recrystallisation from DMF/H2O gave the title compound. NMR confirmed the structure as pure trans-isomer, m.p. 248°-250° (with decomposition).